From a dataset of the Open Reaction Database (ORD), a public repository of structured organic reaction records. describe an organic reaction: reactants, conditions, products, and yield The solvent is CC(=O)C (acetone). The product is O=C1CCC=CC1C\C=C/CCCC(=O)O (7-(6-oxocyclohex-2-enyl)hept-5Z-enoic acid). Isolated yield 83.0%. RXN SMILES: [OH:1][CH:2]1[CH:7]([CH2:8]/[CH:9]=[CH:10]\[CH2:11][CH2:12][CH2:13][C:14]([OH:16])=[O:15])[CH:6]=[CH:5][CH2:4][CH2:3]1.CC(C)=O.OS(O)(=O)=O.O=[Cr](=O)=O>CC(C)=O>[O:1]=[C:2]1[CH:7]([CH2:8]/[CH:9]=[CH:10]\[CH2:11][CH2:12][CH2:13][C:14]([OH:16])=[O:15])[CH:6]=[CH:5][CH2:4][CH2:3]1 |f:1.2.3|. The reactants are CC(=O)C.OS(=O)(=O)O.O=[Cr](=O)=O (Jones reagent), OC1CCC=CC1C\C=C/CCCC(=O)O (7-(6-hydroxycyclohex-2-enyl)-hept-5Z-enoic acid), resultant mixture. Procedure: A solution of 15.8 g of 7-(6-hydroxycyclohex-2-enyl)-hept-5Z-enoic acid (as obtained by ether-pentane extraction as described above) in 300 ml of acetone was stirred with ice-bath cooling as 30 ml of standard Jones reagent was added dropwise. The resultant mixture was stirred for 10 min at 0° and then quenched by the addition of several ml of isopropyl alcohol. After stirring for another 10 min at 0° the solvents were removed by evaporation in vacuo. The residue was dissolved in water and extrac... Conditions: time 10 minute. Starting materials: BrC=1C(C2=CC=C(C=C2C1C1=CC=CC=C1)OC)=O (2-Bromo-5-methoxy-3-phenyl-1H-inden-1-one), O1CCN(CC1)CCOC1=CC=C2C(=C(C(C2=C1)=O)Br)C1=CC=CC=C1 (6-(2-morpholinoethoxy)-2-bromo-3-phenyl-1H-inden-1-one), FC=1C=C(C=CC1C)B(O)O (3-fluoro-4-methylphenylboronic acid). The yield is 65.0%. Reported procedure: The procedure of Step 7 of Example 1 was repeated except for using 2-bromo-5-methoxy-3-phenyl-1H-inden-1-one obtained in Step 4 of Example 129 as a starting material instead of 6-(2-morpholinoethoxy)-2-bromo-3-phenyl-1H-inden-1-one, 3-fluoro-4-methylphenylboronic acid instead of 3-pyridinylboronic acid, and being stirred for 10 min to obtain the title compound (65%). Conditions: time 10 minute. Yields the product FC=1C=C(C=CC1C)C=1C(C2=CC=C(C=C2C1C1=CC=CC=C1)OC)=O (2-(3-Fluoro-4-methylphenyl)-5-Methoxy-3-phenyl-1H-inden-1-one). Reaction SMILES: Br[C:2]1[C:3](=[O:19])[C:4]2[C:9]([C:10]=1[C:11]1[CH:16]=[CH:15][CH:14]=[CH:13][CH:12]=1)=[CH:8][C:7]([O:17][CH3:18])=[CH:6][CH:5]=2.O1CCN(CCOC2C=C3C(C(C4C=CC=CC=4)=C(Br)C3=O)=CC=2)CC1.[F:46][C:47]1[CH:48]=[C:49](B(O)O)[CH:50]=[CH:51][C:52]=1[CH3:53]>>[F:46][C:47]1[CH:48]=[C:49]([C:2]2[C:3](=[O:19])[C:4]3[C:9]([C:10]=2[C:11]2[CH:16]=[CH:15][CH:14]=[CH:13][CH:12]=2)=[CH:8][C:7]([O:17][CH3:18])=[CH:6][CH:5]=3)[CH:50]=[CH:51][C:52]=1[CH3:53]. Reactants: CN(C)C=O, CN(C(=O)CN1C(=O)c2ccccc2C1=O)c1ccc(Cl)c(COS(C)(=O)=O)c1Cl, [H-], [Na+], O, Cc1nc2c(O)cccc2n1C. Product: Cc1nc2c(OCc3c(Cl)ccc(N(C)C(=O)CN4C(=O)c5ccccc5C4=O)c3Cl)cccc2n1C. RXN SMILES: [CH3:46][N:47]([CH3:48])[CH:49]=[O:50].[Cl:15][c:16]1[c:17]([CH2:39][O:40][S:41]([CH3:42])(=[O:43])=[O:44])[c:18]([Cl:38])[cH:19][cH:20][c:21]1[N:22]([C:23]([CH2:24][N:25]1[C:26](=[O:35])[c:27]2[c:28]([cH:31][cH:32][cH:33][cH:34]2)[C:29]1=[O:30])=[O:36])[CH3:37].[H-:13].[Na+:14].[OH2:45].[OH:1][c:2]1[cH:3][cH:4][cH:5][c:6]2[n:7]([CH3:12])[c:8]([CH3:11])[n:9][c:10]12>>[O:1]([c:2]1[cH:3][cH:4][cH:5][c:6]2[n:7]([CH3:12])[c:8]([CH3:11])[n:9][c:10]12)[CH2:39][c:17]1[c:16]([Cl:15])[c:21]([N:22]([C:23]([CH2:24][N:25]2[C:26](=[O:35])[c:27]3[c:28]([cH:31][cH:32][cH:33][cH:34]3)[C:29]2=[O:30])=[O:36])[CH3:37])[cH:20][cH:19][c:18]1[Cl:38]. The reactants are CC(=O)N1CCC(C(=O)Cl)CC1, CC(C)[Mg+], [Cl-], [Cl-], Clc1ccc(Cl)c(I)c1, [Li+]. Product: CC(=O)N1CCC(C(=O)c2cc(Cl)ccc2Cl)CC1. As a reaction SMILES: [C:17]([CH3:18])(=[O:19])[N:20]1[CH2:21][CH2:22][CH:23]([C:24](=[O:25])[Cl:26])[CH2:27][CH2:28]1.[CH:13]([Mg+:14])([CH3:15])[CH3:16].[Cl-:10].[Cl-:12].[Cl:1][c:2]1[c:3]([I:9])[cH:4][c:5]([Cl:8])[cH:6][cH:7]1.[Li+:11]>>[Cl:1][c:2]1[c:3]([C:24]([CH:23]2[CH2:22][CH2:21][N:20]([C:17]([CH3:18])=[O:19])[CH2:28][CH2:27]2)=[O:25])[cH:4][c:5]([Cl:8])[cH:6][cH:7]1.